From a dataset of the Open Reaction Database (ORD), a public repository of structured organic reaction records. describe an organic reaction: reactants, conditions, products, and yield The product is COC(CC1(CC1)CCCN=[N+]=[N-])=O (Methyl[1-(3-azidopropyl)cyclopropyl]acetate). Run in CN(C)C=O (DMF). Reaction SMILES: [CH3:1][O:2][C:3](=[O:12])[CH2:4][C:5]1([CH2:8][CH2:9][CH2:10]Br)[CH2:7][CH2:6]1.[N-:13]=[N+:14]=[N-:15].[Na+]>CN(C=O)C>[CH3:1][O:2][C:3](=[O:12])[CH2:4][C:5]1([CH2:8][CH2:9][CH2:10][N:13]=[N+:14]=[N-:15])[CH2:7][CH2:6]1 |f:1.2|. Reactants: COC(CC1(CC1)CCCBr)=O (methyl[1-(3-bromopropyl)cyclopropyl]acetate), [N-]=[N+]=[N-].[Na+] (sodium azide). Procedure: 680 mg (2.89 mmol) of methyl[1-(3-bromopropyl)cyclopropyl]acetate and 1128 mg (17.35 mmol) of sodium azide in 5 ml of DMF were stirred at 60° C. for 2 h. The reaction mixture was then concentrated under reduced pressure. The residue was taken up in ethyl acetate and the solution was washed with saturated sodium chloride solution and dried over anhydrous magnesium sulfate. Removal of the solvent under reduced pressure gave 389 mg (1.97 mmol, 68% of theory) of the title compound as a yellow oil. The reactants are CC=1C(=CC(=C(C1)O)[N+](=O)[O-])S(=O)(=O)C (5-Methyl-4-(methylsulfonyl)-2-nitrophenol), CCOC(=O)C (EtOAc). The solvent is CCO (EtOH). Yields the product NC1=C(C=C(C(=C1)S(=O)(=O)C)C)O (2-Amino-5-methyl-4-(methylsulfonyl)phenol). Yield: 53.0%. RXN SMILES: [CH3:1][C:2]1[C:3]([S:12]([CH3:15])(=[O:14])=[O:13])=[CH:4][C:5]([N+:9]([O-])=O)=[C:6]([OH:8])[CH:7]=1.CCOC(C)=O>CCO>[NH2:9][C:5]1[CH:4]=[C:3]([S:12]([CH3:15])(=[O:14])=[O:13])[C:2]([CH3:1])=[CH:7][C:6]=1[OH:8]. Reported procedure: 5-Methyl-4-(methylsulfonyl)-2-nitrophenol (D86, 103 mg, 0.45 mmol) was dissolved in EtOH:EtOAc (20 mL, 1:1) and was reduced using an H-Cube (full H2 mode, 25° C., 1 mL/min). The reaction was concentrated by rotary evaporation and the crude residue was purified via flash column chromatography (silica, DCM to 0.5% NH3/9.5% MeOH/90% DCM) to give 2-amino-5-methyl-4-(methylsulfonyl)phenol (D87, 48 mg, 41%) as a yellow solid. Procedure details: To a solution of 20.0 g of 5-amino-1-phenyl-1H-pyrazole-4-carboxylic acid, ethyl ester and 10 ml of bromine in 200 ml of chloroform was added 15.8 g of isoamyl nitrite dropwise. The reaction mixture was allowed to stir at room temperature for about 24 hours and the volatiles were removed under reduced pressure. The residue was recrystallized from ethanol/water to provide 10.0 g of 5-bromo-1-phenyl-1H-pyrazole-4-carboxylic acid, ethyl ester. Yield 38%. mp=86°-89° C. Conditions: time 24 hour. Run in C(Cl)(Cl)Cl (chloroform). Yields the product BrC1=C(C=NN1C1=CC=CC=C1)C(=O)OCC (5-bromo-1-phenyl-1H-pyrazole-4-carboxylic acid, ethyl ester). The reactants are NC1=C(C=NN1C1=CC=CC=C1)C(=O)OCC (5-amino-1-phenyl-1H-pyrazole-4-carboxylic acid, ethyl ester), BrBr (bromine), N(=O)OCCC(C)C (isoamyl nitrite). Isolated yield 38.0%. As a reaction SMILES: N[C:2]1[N:6]([C:7]2[CH:12]=[CH:11][CH:10]=[CH:9][CH:8]=2)[N:5]=[CH:4][C:3]=1[C:13]([O:15][CH2:16][CH3:17])=[O:14].[Br:18]Br.N(OCCC(C)C)=O>C(Cl)(Cl)Cl>[Br:18][C:2]1[N:6]([C:7]2[CH:12]=[CH:11][CH:10]=[CH:9][CH:8]=2)[N:5]=[CH:4][C:3]=1[C:13]([O:15][CH2:16][CH3:17])=[O:14]. The reactants are ClC=1C=C(C(=O)NC2=CC=C(C3=CC=CC=C23)OCCN2CCOCC2)C=CN1 (2-chloro-N-[4-(2-morpholin-4-yl-ethoxy)-naphthalen-1-yl]-isonicotinamide), N1CCC(CC1)O (piperidin-4-ol). Yields the product N1(CCOCC1)CCOC1=CC=C(C2=CC=CC=C12)NC(=O)C1=CC(=NC=C1)N1CCC(CC1)O (4-Hydroxy-3,4,5,6-tetrahydro-2 H-[1,2′]bipyridinyl-4′-carboxylic acid [4-(2-morpholin-4-yl-ethoxy)-naphthalen-1-yl]-amide). RXN SMILES: Cl[C:2]1[CH:3]=[C:4]([CH:27]=[CH:28][N:29]=1)[C:5]([NH:7][C:8]1[C:17]2[C:12](=[CH:13][CH:14]=[CH:15][CH:16]=2)[C:11]([O:18][CH2:19][CH2:20][N:21]2[CH2:26][CH2:25][O:24][CH2:23][CH2:22]2)=[CH:10][CH:9]=1)=[O:6].[NH:30]1[CH2:35][CH2:34][CH:33]([OH:36])[CH2:32][CH2:31]1>>[N:21]1([CH2:20][CH2:19][O:18][C:11]2[C:12]3[C:17](=[CH:16][CH:15]=[CH:14][CH:13]=3)[C:8]([NH:7][C:5]([C:4]3[CH:27]=[CH:28][N:29]=[C:2]([N:30]4[CH2:35][CH2:34][CH:33]([OH:36])[CH2:32][CH2:31]4)[CH:3]=3)=[O:6])=[CH:9][CH:10]=2)[CH2:26][CH2:25][O:24][CH2:23][CH2:22]1. Procedure details: Compound is formed by reacting 2-chloro-N-[4-(2-morpholin-4-yl-ethoxy)-naphthalen-1-yl]-isonicotinamide and piperidin-4-ol under conditions described in general procedure A. 1H NMR (300 MHz, DMSO-d6) δ 10.39 (s, 1H), 8.29 (d, 1H), 8.21 (m, 1H), 7.85 (m, 1H), 7.59 (m, 2H), 7.41 (m, 2H), 7.15 (d, 1H), 7.05 (d, 1H), 4.31 (t, 2H), 4.10 (m, 2H), 3.75 (m, 1H), 3.60 (t, 4H), 3.20 (m, 2H), 2.89 (m, 2H), 2.59 (m, 4H), 1.81 (m, 2H), 1.40 (m, 2H). MS: 477.3 (M+1). Reactants: azo, N1C=NC=C1 (imidazole), [N+](=O)([O-])[O-].[Na+] (sodium nitrate), ClC1=CC(=C(C=C1)OC)N (4-chloro-2-aminoanisole), Cl (hydrochloric acid), 20.4, N1C=NC=C1 (imidazole), [OH-].[Na+] (sodium hydroxide), C(C)(=O)[O-].[Na+] (sodium acetate), diazonium salt. The solvent is O (water), O (water), O (water). Reaction conditions: time 1 hour. The product is COC1=C(C=C(C=C1)Cl)N=NC=1NC=CN1 (2-[(2-methoxy-5-chlorophenyl)azo]-1H-imidazole). As a reaction SMILES: [Cl:1][C:2]1[CH:7]=[CH:6][C:5]([O:8][CH3:9])=[C:4]([NH2:10])[CH:3]=1.Cl.[N+:12]([O-])([O-])=O.[Na+].[NH:17]1[CH:21]=[CH:20][N:19]=[CH:18]1.[OH-].[Na+].C([O-])(=O)C.[Na+]>O>[CH3:9][O:8][C:5]1[CH:6]=[CH:7][C:2]([Cl:1])=[CH:3][C:4]=1[N:10]=[N:12][C:18]1[NH:17][CH:21]=[CH:20][N:19]=1 |f:2.3,5.6,7.8|. Procedure: An example of preparing the azo compound may be illustrated as follows: To 50 parts by weight of water are added 5.1 parts by weight of 4-chloro-2-aminoanisole and 7.6 parts by weight of 35% hydrochloric acid, and a mixture of 2.2 parts by weight of sodium nitrate and 15 parts by weight of water is added thereto at 0°-5° C. The resulting mixture is stirred for 1 hour for the completion of diazotation. The first reaction mixture is then added at 0°-5° C. to a solution of 20.4 parts by weight of i... Starting materials: Cl.C(CC1=CC=CC=C1)NN (Phenethylhydrazine hydrochloride), C(C(=O)C)(=O)OC (methyl pyruvate), CO (methanol). The solvent is O (water). Conditions: temperature 0 celsius, time 30 minute. The product is C(CC1=CC=CC=C1)NN=C(C(=O)OC)C (Methyl 2-(phenethylhydrazono)-propionate). As a reaction SMILES: Cl.[CH2:2]([NH:10][NH2:11])[CH2:3][C:4]1[CH:9]=[CH:8][CH:7]=[CH:6][CH:5]=1.[C:12]([O:17][CH3:18])(=[O:16])[C:13]([CH3:15])=O.CO>O>[CH2:2]([NH:10][N:11]=[C:13]([CH3:15])[C:12]([O:17][CH3:18])=[O:16])[CH2:3][C:4]1[CH:9]=[CH:8][CH:7]=[CH:6][CH:5]=1 |f:0.1|. Reported procedure: 3.6 g. Phenethylhydrazine hydrochloride and 2.0 g. methyl pyruvate are dissolved in 20 ml. methanol and left to stand at ambient temperature for 30 minutes, followed by cooling to 0° C., whereafter 30 ml. water are added thereto. 2.8 g. (61% of theory) methyl 2-(phenethylhydrazono)-propionate crystallizes out; m.p. 59°-60° C. (decomp.). Reactants: COC(C[C@@H](CCCCCCCCCCC)OC(CBr)=O)=O ((R)-3-[(bromoacetyl)oxy]tetradecanoic acid methyl ester), Cl[Si](C)(C)C (chlorotrimethylsilane). Reagents/catalysts: [Zn] (zinc). Run in hexanes, CCOCC (Et2O). Conditions: time 20 minute. Yields the product OC1=CC(O[C@@H](C1)CCCCCCCCCCC)=O ((R)-5,6-dihydro-4-hydroxy-6-undecyl-2H-pyran-2-one). Yield: 22.5%. Reaction SMILES: C[O:2][C:3](=O)[CH2:4][C@H:5]([O:17][C:18](=[O:21])[CH2:19]Br)[CH2:6][CH2:7][CH2:8][CH2:9][CH2:10][CH2:11][CH2:12][CH2:13][CH2:14][CH2:15][CH3:16].Cl[Si](C)(C)C>[Zn].CCOCC>[OH:2][C:3]1[CH2:4][C@@H:5]([CH2:6][CH2:7][CH2:8][CH2:9][CH2:10][CH2:11][CH2:12][CH2:13][CH2:14][CH2:15][CH3:16])[O:17][C:18](=[O:21])[CH:19]=1. Procedure details: In a flame-dried flask under N2 a mixture of 659 mg (10.1 mmol) zinc and 755 mg (1.99 mmol) (R)-3-[(bromoacetyl)oxy]tetradecanoic acid methyl ester in 10 mL 20% v:v Et2O:chlorotrimethylsilane was heated at reflux with rapid stirring for 20 min. The mixture was cooled to room temperature and suction filtered through a coarse fritted funnel, using a pad of celite, and washing with 10 mL Et2O. The homogenous filtrate was cooled in an ice/H2O bath and 10 mL tap H2O was added with stirring. After 10 ...